From a dataset of the Open Reaction Database (ORD), a public repository of structured organic reaction records. describe an organic reaction: reactants, conditions, products, and yield Starting materials: CC([O-])C.[Al+3].CC([O-])C.CC([O-])C (Aluminium isopropoxide), [OH-].[Mg+2].[OH-] (Magnesium hydroxide), C(C)(=O)N[C@@H](CCCNC(C)=O)C(=O)O (N,N'-diacetylornithine). Solvent: O (water), C(C)(C)O (isopropanol), O (water). Run at temperature 60 celsius, time 30 minute. The product is [Mg].[Al] (aluminium magnesium salt), C(C)(=O)N[C@@H](CCCNC(C)=O)C(=O)O (N,N'-diacetyl-ornithine). Isolated yield 404.7%. As a reaction SMILES: [OH-].[Mg+2:2].[OH-].[C:4]([NH:7][C@H:8]([C:16]([OH:18])=[O:17])[CH2:9][CH2:10][CH2:11][NH:12][C:13](=[O:15])[CH3:14])(=[O:6])[CH3:5].CC(C)[O-].[Al+3:23].CC(C)[O-].CC(C)[O-]>O.C(O)(C)C>[Mg:2].[Al:23].[C:4]([NH:7][C@H:8]([C:16]([OH:18])=[O:17])[CH2:9][CH2:10][CH2:11][NH:12][C:13](=[O:15])[CH3:14])(=[O:6])[CH3:5] |f:0.1.2,4.5.6.7,10.11|. Reported procedure: Magnesium hydroxide (11.66 g.; 0.2 mole) suspended in water (20 cc.) is added to N,N'-diacetylornithine (172.8 g.; 0.8 mole) dissolved in distilled water (1,200 cc.) at 60° C. The reaction mixture is heated and stirred at 60° C for 30 minutes. Aluminium isopropoxide (81.6 g.; 0.4 mole) suspended in isopropanol (100 cc.) is added, and the mixture is then stirred and heated at 60° C for 30 minutes. After treatment of the reaction mixture as in Example 1, a mixed aluminium magnesium salt of N,N'-di... Starting materials: C1(CCCC1)N1CCNCC1 (1-Cyclopentyl-piperazine), BrCC#N (bromoacetonitrile). Yields the product C1(CCCC1)N1CCN(CC1)CC#N ((4-Cyclopentyl-piperazin-1-yl)-acetonitrile). RXN SMILES: [CH:1]1([N:6]2[CH2:11][CH2:10][NH:9][CH2:8][CH2:7]2)[CH2:5][CH2:4][CH2:3][CH2:2]1.Br[CH2:13][C:14]#[N:15]>>[CH:1]1([N:6]2[CH2:7][CH2:8][N:9]([CH2:13][C:14]#[N:15])[CH2:10][CH2:11]2)[CH2:2][CH2:3][CH2:4][CH2:5]1. Reported procedure: The title compound is synthesized by coupling of 1-Cyclopentyl-piperazine (commercially available from CHESS GmbH) and bromoacetonitrile analogously to the preparation of Intermediate 149.2 as a colorless oil; ES-MS: M+=194.2: 1HNMR(DMSO-d6) 3.65 (s, 2H), 2.45-2.20 (m, 9H), 1.80-1.20 (m, 8H). The reactants are CCCCO, CCN(C(C)C)C(C)C, CC(C)Oc1cc(Nc2nc(Cl)c([N+](=O)[O-])cc2Cl)n[nH]1, CC(N)c1ccc(F)cc1. Yields the product CC(C)Oc1cc(Nc2nc(NC(C)c3ccc(F)cc3)c([N+](=O)[O-])cc2Cl)n[nH]1. As a reaction SMILES: [CH2:41]([OH:42])[CH2:43][CH2:44][CH3:45].[CH:32]([N:33]([CH2:34][CH3:35])[CH:36]([CH3:37])[CH3:38])([CH3:39])[CH3:40].[Cl:1][c:2]1[c:3]([NH:12][c:13]2[n:14][nH:15][c:16]([O:18][CH:19]([CH3:20])[CH3:21])[cH:17]2)[n:4][c:5]([Cl:11])[c:6]([N+:8](=[O:9])[O-:10])[cH:7]1.[F:22][c:23]1[cH:24][cH:25][c:26]([CH:29]([CH3:30])[NH2:31])[cH:27][cH:28]1>>[Cl:1][c:2]1[c:3]([NH:12][c:13]2[n:14][nH:15][c:16]([O:18][CH:19]([CH3:20])[CH3:21])[cH:17]2)[n:4][c:5]([NH:31][CH:29]([c:26]2[cH:25][cH:24][c:23]([F:22])[cH:28][cH:27]2)[CH3:30])[c:6]([N+:8](=[O:9])[O-:10])[cH:7]1. The reactants are CCOC(OCC)c1cccc(CCN2CCC3(CC2)CN(C(=O)c2ccc(C)s2)CCO3)c1, O=CO, C1CCOC1, O. The product is Cc1ccc(C(=O)N2CCOC3(CCN(CCc4cccc(C=O)c4)CC3)C2)s1. As a reaction SMILES: [CH2:4]([O:6][CH:7]([O:5][CH2:35][CH3:36])[c:8]1[cH:9][c:10]([CH2:11][CH2:12][N:13]2[CH2:14][CH2:15][C:16]3([CH2:17][N:18]([C:22](=[O:23])[c:24]4[s:25][c:26]([CH3:29])[cH:27][cH:28]4)[CH2:19][CH2:20][O:21]3)[CH2:30][CH2:31]2)[cH:32][cH:33][cH:34]1)[CH3:37].[CH:1]([OH:2])=[O:3].[O:38]1[CH2:39][CH2:40][CH2:41][CH2:42]1.[OH2:43]>>[O:6]=[CH:7][c:8]1[cH:9][c:10]([CH2:11][CH2:12][N:13]2[CH2:14][CH2:15][C:16]3([CH2:17][N:18]([C:22](=[O:23])[c:24]4[s:25][c:26]([CH3:29])[cH:27][cH:28]4)[CH2:19][CH2:20][O:21]3)[CH2:30][CH2:31]2)[cH:32][cH:33][cH:34]1. Starting materials: O=C(O)C=CC(=O)O, O=C([O-])[O-], CN(C)Cc1ccc(CSC(=N)N)o1, CNC(=C[N+](=O)[O-])NCCCl, [K+], [K+], C1CCOC1, O. Product: CNC(=C[N+](=O)[O-])NCCSCc1ccc(CN(C)C)o1. RXN SMILES: [C:1]([OH:2])(=[O:3])[CH:4]=[CH:5][C:6]([OH:7])=[O:8].[C:34](=[O:35])([O-:36])[O-:37].[CH3:9][N:10]([CH3:11])[CH2:12][c:13]1[cH:14][cH:15][c:16]([CH2:18][S:19][C:20](=[NH:21])[NH2:22])[o:17]1.[Cl:23][CH2:24][CH2:25][NH:26][C:27](=[CH:28][N+:29](=[O:30])[O-:31])[NH:32][CH3:33].[K+:38].[K+:39].[O:41]1[CH2:42][CH2:43][CH2:44][CH2:45]1.[OH2:40]>>[CH3:9][N:10]([CH3:11])[CH2:12][c:13]1[cH:14][cH:15][c:16]([CH2:18][S:19][CH2:20][CH2:25][NH:26][C:27](=[CH:28][N+:29](=[O:30])[O-:31])[NH:32][CH3:33])[o:17]1. The reactants are [OH-].[Na+] (sodium hydroxide), CC1=NC(=NC(=C1)C)S (4,6-dimethyl-pyrimidine-2-thiol), ClCC1=NC=CC(=C1C)SCCCSC=1C=CC=2N(N1)C(=CN2)[N+](=O)[O-] (6-[3-(2-chloromethyl-3-methyl-pyridin-4-ylsulfanyl)-propylsulfanyl]-3-nitroimidazo[1,2-b]pyridazine), ice water. Reported procedure: A suspension of 4,6-dimethyl-pyrimidine-2-thiol (0.35 g, 2.5 mmol) and 6-[3-(2-chloromethyl-3-methyl-pyridin-4-ylsulfanyl)-propylsulfanyl]-3-nitroimidazo[1,2-b]pyridazine (1.03 g, 2.5 mmol) in 2-propanol (50 ml) is heated under reflux for 4 h under a nitrogen atmosphere. After cooling, the mixture is treated with ice water (100 ml), adjusted to pH 10 with 40% strength sodium hydroxide solution, and extracted with ethyl acetate. The combined extracts are washed with sodium carbonate solution, dri... Reaction SMILES: [CH3:1][C:2]1[CH:7]=[C:6]([CH3:8])[N:5]=[C:4]([SH:9])[N:3]=1.Cl[CH2:11][C:12]1[C:17]([CH3:18])=[C:16]([S:19][CH2:20][CH2:21][CH2:22][S:23][C:24]2[CH:25]=[CH:26][C:27]3[N:28]([C:30]([N+:33]([O-:35])=[O:34])=[CH:31][N:32]=3)[N:29]=2)[CH:15]=[CH:14][N:13]=1.[OH-].[Na+]>CC(O)C>[CH3:1][C:2]1[CH:7]=[C:6]([CH3:8])[N:5]=[C:4]([S:9][CH2:11][C:12]2[C:17]([CH3:18])=[C:16]([S:19][CH2:20][CH2:21][CH2:22][S:23][C:24]3[CH:25]=[CH:26][C:27]4[N:28]([C:30]([N+:33]([O-:35])=[O:34])=[CH:31][N:32]=4)[N:29]=3)[CH:15]=[CH:14][N:13]=2)[N:3]=1 |f:2.3|. The product is CC1=NC(=NC(=C1)C)SCC1=NC=CC(=C1C)SCCCSC=1C=CC=2N(N1)C(=CN2)[N+](=O)[O-] (6-{3-[2-(4,6-Dimethyl-pyrimidin-2-ylsulfanylmethyl)-3-methyl-pyridin-4-ylsulfanyl]-propylsulfanyl}-3-nitroimidazo[1,2-b]pyridazine). Run in CC(C)O (2-propanol). Reactants: C1(CC1)N (cyclopropylamine), ice H2O, C(#N)[S-].[K+] (KSCN), C(C1=CC=CC=C1)(=O)Cl (benzoylchloride), C1(CC1)N (cyclopropylamine). Run in CC(=O)C (acetone). Run at time 1.5 hour. The product is C(C1=CC=CC=C1)ONC(=S)NC1CC1 (N-benzyloxy-N′-cyclopropyl thiourea). As a reaction SMILES: [C:1]([S-:3])#[N:2].[K+].[C:5](Cl)(=[O:12])[C:6]1[CH:11]=[CH:10][CH:9]=[CH:8][CH:7]=1.[CH:14]1([NH2:17])[CH2:16][CH2:15]1>CC(C)=O>[CH2:5]([O:12][NH:2][C:1]([NH:17][CH:14]1[CH2:16][CH2:15]1)=[S:3])[C:6]1[CH:11]=[CH:10][CH:9]=[CH:8][CH:7]=1 |f:0.1|. Reported procedure: To a solution of the KSCN (4.60 g; 47.33 mmoL) in acetone (35 mL), at 0° C., was added dropwise benzoylchloride (5.0 mL; 43.03 mmoL). The milky solution was stirred in an ice bath for 1.5 h, then, cyclopropylamine (3.2 mL; 46.0 mmoL) was added dropwise. The reaction mixture was stirred for 1.5 h at 0° C., then, more cyclopropylamine (0.50 mL, 7.22 mmoL) was added and the reaction mixture stirred at R.T. for an additional 30 min. The reaction mixture was poured into ice/H2O (300 mL), stirred for ...